From a dataset of the Open Reaction Database (ORD), a public repository of structured organic reaction records. describe an organic reaction: reactants, conditions, products, and yield Reactants: CC(C)O, Nc1ccc(OCc2cccc(F)c2)c(Cl)c1, COc1cc2ncnc(Cl)c2cc1OC. Yields the product COc1cc2ncnc(Nc3ccc(OCc4cccc(F)c4)c(Cl)c3)c2cc1OC. RXN SMILES: [CH:33]([OH:34])([CH3:35])[CH3:36].[Cl:16][c:17]1[cH:18][c:19]([NH2:20])[cH:21][cH:22][c:23]1[O:24][CH2:25][c:26]1[cH:27][c:28]([F:32])[cH:29][cH:30][cH:31]1.[Cl:1][c:2]1[n:3][cH:4][n:5][c:6]2[cH:7][c:8]([O:14][CH3:15])[c:9]([O:12][CH3:13])[cH:10][c:11]12>>[c:2]1([NH:20][c:19]2[cH:18][c:17]([Cl:16])[c:23]([O:24][CH2:25][c:26]3[cH:27][c:28]([F:32])[cH:29][cH:30][cH:31]3)[cH:22][cH:21]2)[n:3][cH:4][n:5][c:6]2[cH:7][c:8]([O:14][CH3:15])[c:9]([O:12][CH3:13])[cH:10][c:11]12. The reactants are isopropylchloro formate, BrC=1C=CC2=C(N=C(O2)C2CCNCC2)C1 (5-Bromo-2-(piperidin-4-yl)benzo[d]oxazole), C(Cl)Cl (DCM), C(Cl)Cl.O (DCM H2O), TEA. Run at temperature 0 celsius, time 3 hour. Product: BrC=1C=CC2=C(N=C(O2)C2CCN(CC2)C(=O)OC(C)C)C1 (Isopropyl 4-(5-bromobenzo[d]oxazol-2-yl)piperidine-1-carboxylate). Reaction SMILES: [Br:1][C:2]1[CH:3]=[CH:4][C:5]2[O:9][C:8]([CH:10]3[CH2:15][CH2:14][NH:13][CH2:12][CH2:11]3)=[N:7][C:6]=2[CH:16]=1.C(Cl)Cl.C(Cl)Cl.[OH2:23]>>[Br:1][C:2]1[CH:3]=[CH:4][C:5]2[O:9][C:8]([CH:10]3[CH2:11][CH2:12][N:13]([C:8]([O:9][CH:5]([CH3:6])[CH3:4])=[O:23])[CH2:14][CH2:15]3)=[N:7][C:6]=2[CH:16]=1 |f:2.3|. Procedure details: Intermediate 5 (980 mg, 3.31 mmol) was dissolved in DCM (50 mol) and added TEA (0.45 ml, 3.31 mmol). Reaction mixture cooled to 0° C., isopropylchloro formate (2.7 ml, 6.62 mmol) was added and stirred the reaction mixture for 3 h at rt. Work up (DCM/H2O) followed by column purification on 60-120 mesh silica gel using EtOAc and Petether (15:85) as eluent afforded the titled compound (500 mg) as a pale-red solid. Reactants: BrCC(=O)C1=C(C=C(C=C1C)N(C)C)C (2-Bromo-1-(4-(dimethylamino)-2,6-dimethylphenyl)ethanone), NC(=S)N (thiourea). Solvent: CCO (EtOH). The product is CN(C1=CC(=C(C(=C1)C)C=1N=C(SC1)N)C)C (4-(4-(Dimethylamino)-2,6-dimethylphenyl)thiazol-2-amine). The yield is 60.7%. Reaction SMILES: Br[CH2:2][C:3]([C:5]1[C:10]([CH3:11])=[CH:9][C:8]([N:12]([CH3:14])[CH3:13])=[CH:7][C:6]=1[CH3:15])=O.[NH2:16][C:17]([NH2:19])=[S:18]>CCO>[CH3:13][N:12]([CH3:14])[C:8]1[CH:9]=[C:10]([CH3:11])[C:5]([C:3]2[N:16]=[C:17]([NH2:19])[S:18][CH:2]=2)=[C:6]([CH3:15])[CH:7]=1. Reported procedure: A mixture of 2-bromo-1-(4-(dimethylamino)-2,6-dimethylphenyl)ethanone (1-3, 0.900 g, 3.33 mmol) and thiourea (0.250 g, 3.33 mmol) in 95% EtOH (4.8 mL) was heated at reflux for 60 min. The solution was concentrated and added with water (30 mL) and saturated aqueous Na2CO3 (1.0 mL). The resultant precipitate was filtered and purified by flash column chromatography on silica gel to give 4-(4-(dimethylamino)-2,6-dimethylphenyl)thiazol-2-amine (1-4, 0.50 g) as brown solids in 61% yield: 1H NMR (500 M... The reactants are Cl.NC12CC3(CC(CC(C1)C3)C2)C(=O)OC (methyl 3-amino-1-adamantanecarboxylate hydrochloride), C(=O)(OCC1=CC=CC=C1)N[C@@H](CC1=CC=CC=C1)C(=O)O (carbobenzoxy-L-phenylalanine), C1(CCCCC1)N=C=NC1CCCCC1 (dicyclohexylcarbodiimide), C(=O)(OCC1=CC=CC=C1)N[C@@H](CC1=CC=CC=C1)C(=O)O (carbobenzoxy-L-phenylalanine), CN1CCOCC1 (N-methylmorpholine), C1(CCCCC1)N=C=NC1CCCCC1 (dicyclohexylcarbodiimide). The solvent is C(Cl)Cl (methylene chloride). Run at time 24 hour. The product is C(=O)(OCC1=CC=CC=C1)N[C@@H](CC1=CC=CC=C1)C(=O)C1C2(CC3CC(CC1(C3)N)C2)C(=O)OC (methyl carbobenzoxy-L-phenylalanyl-3-amino-1-adamantanecarboxylate). As a reaction SMILES: Cl.[NH2:2][C:3]12[CH2:12][CH:7]3[CH2:8][CH:9]([CH2:11][C:5]([C:13]([O:15][CH3:16])=[O:14])([CH2:6]3)[CH2:4]1)[CH2:10]2.[C:17]([NH:27][C@H:28]([C:36](O)=[O:37])[CH2:29][C:30]1[CH:35]=[CH:34][CH:33]=[CH:32][CH:31]=1)([O:19][CH2:20][C:21]1[CH:26]=[CH:25][CH:24]=[CH:23][CH:22]=1)=[O:18].CN1CCOCC1.C1(N=C=NC2CCCCC2)CCCCC1>C(Cl)Cl>[C:17]([NH:27][C@H:28]([C:36]([CH:4]1[C:3]2([NH2:2])[CH2:12][CH:7]3[CH2:8][CH:9]([CH2:11][C:5]1([C:13]([O:15][CH3:16])=[O:14])[CH2:6]3)[CH2:10]2)=[O:37])[CH2:29][C:30]1[CH:35]=[CH:34][CH:33]=[CH:32][CH:31]=1)([O:19][CH2:20][C:21]1[CH:26]=[CH:25][CH:24]=[CH:23][CH:22]=1)=[O:18] |f:0.1|. Procedure details: To 30 ml of a 1 N sodium hydroxide solution is added 4.95 g of L-phenylalanine. The solution is cooled and stirred in an ice bath and 5.4 ml of a 6.1 M solution of carbobenzoxychloride is added dropwise along with additional 1 N sodium hydroxide solution so that the pH remains at 11.0-11.5. The reaction mixture is washed with ether. The aqueous layer is acidified to pH 1.0 with 12 N hydrochloric acid, then the solution is extracted with ethyl acetate. The ethyl acetate extract is separated and i... The reactants are ClC1=NC=NC2=CC(=C(C=C12)OC)OC (4-chloro-6,7-dimethoxy-quinazoline), NCCC1=CC=C(C=C1)N (4-(2-amino-ethyl)-phenyl amine). The solvent is C(CCC)O (1-butanol). Product: NC1=CC=C(C=C1)CCNC1=NC=NC2=CC(=C(C=C12)OC)OC ([2-(4-Amino-phenyl)-ethyl]-(6,7-dimethoxy-quinazolin-4-yl)-amine). The yield is 79.5%. As a reaction SMILES: Cl[C:2]1[C:11]2[C:6](=[CH:7][C:8]([O:14][CH3:15])=[C:9]([O:12][CH3:13])[CH:10]=2)[N:5]=[CH:4][N:3]=1.[NH2:16][CH2:17][CH2:18][C:19]1[CH:24]=[CH:23][C:22]([NH2:25])=[CH:21][CH:20]=1>C(O)CCC>[NH2:25][C:22]1[CH:23]=[CH:24][C:19]([CH2:18][CH2:17][NH:16][C:2]2[C:11]3[C:6](=[CH:7][C:8]([O:14][CH3:15])=[C:9]([O:12][CH3:13])[CH:10]=3)[N:5]=[CH:4][N:3]=2)=[CH:20][CH:21]=1. Reported procedure: A solution of 4-chloro-6,7-dimethoxy-quinazoline (2 g, 8.92 mmol) and 4-(2-amino-ethyl)-phenyl amine (1.3 g, 9.82 mmol) in 1-butanol (20 mL) was heated at 80° C. overnight. After the solution was cooled to room temperature, the solvent was removed and the residue was purified by silica gel column chromatography (eluted by 5% methanol in CH2Cl2) to get the title compound (2.3 g, 68%). 1H-NMR (300 MHz CDCl3) δ 8.57 (s, 1H), 7.19 (s, 1H), 7.48 (d, 2H, J=8.1 Hz), 6.66 (d, 3H, J=7.8 Hz), 5.36 (t, 1H,... Starting materials: C1(\C=C/C(=O)O1)=O (maleic anhydride), C1(C=CC(N1)=O)=O (maleimide). As a reaction SMILES: [C:1]1(=[O:7])[O:6][C:4](=[O:5])[CH:3]=[CH:2]1.[C:8]1(=[O:14])[NH:12][C:11](=[O:13])[CH:10]=[CH:9]1>>[CH:1]([O:13][CH2:11][CH2:10][CH2:9][CH3:8])=[CH2:2].[C:4]1(=[O:5])[O:6][C:1](=[O:7])[CH:2]=[CH:3]1.[C:11]1(=[O:13])[NH:12][C:8](=[O:14])[CH:9]=[CH:10]1 |f:2.3.4|. Procedure details: Polymer was synthesized substantially as in Example 2 except that the amount of maleic anhydride used was 11.0 g and the amount of maleimide used was 1.2 g. The product is C(=C)OCCCC.C1(\C=C/C(=O)O1)=O.C1(C=CC(N1)=O)=O (Butyl vinyl ether Maleic anhydride Maleimide). Reactants: N[C@@H](C(C)C)CO (valinol), ClCC(=O)Cl (chloroacetyl chloride). The solvent is C(C)O (ethanol). Yields the product CC(C)C1COCC(N1)=O (5-(2-propyl)-3-morpholinone). As a reaction SMILES: [NH2:1][C@H:2]([CH2:6][OH:7])[CH:3]([CH3:5])[CH3:4].Cl[CH2:9][C:10](Cl)=[O:11]>C(O)C>[CH3:4][CH:3]([CH:2]1[NH:1][C:10](=[O:11])[CH2:9][O:7][CH2:6]1)[CH3:5]. Reported procedure: Treatment of valinol in basic ethanol with chloroacetyl chloride using the procedure of Surry, et. al., J. Am. Chem. Soc. (1955) 77, 633, gives 5-(2-propyl)-3-morpholinone. Deprotonation of the latter with NaH in DMF solution and reaction with methyl iodide gives the title compound.